From a dataset of the Open Reaction Database (ORD), a public repository of structured organic reaction records. describe an organic reaction: reactants, conditions, products, and yield Starting materials: C(C)(C)[Si](C1C2=CC=CC=C2C=2C=CC=CC12)(C(C)C)C(C)C (9-triisopropylsilylfluorene), C(CCC)[Li] (n-butyllithium), C=O (paraformaldehyde), C=O (formaldehyde). Solvent: CCOCC (ether), CCCCCC (hexane). Product: C(C)(C)[Si](C1(C2=CC=CC=C2C=2C=CC=CC12)CO)(C(C)C)C(C)C (9-Triisopropylsilyl-9-fluorenemethanol). Yield: 57.7%. RXN SMILES: [CH:1]([Si:4]([CH:21]([CH3:23])[CH3:22])([CH:18]([CH3:20])[CH3:19])[CH:5]1[C:17]2[CH:16]=[CH:15][CH:14]=[CH:13][C:12]=2[C:11]2[C:6]1=[CH:7][CH:8]=[CH:9][CH:10]=2)([CH3:3])[CH3:2].C([Li])CCC.[CH2:29]=[O:30]>CCOCC.CCCCCC>[CH:21]([Si:4]([CH:1]([CH3:3])[CH3:2])([CH:18]([CH3:20])[CH3:19])[C:5]1([CH2:29][OH:30])[C:6]2[CH:7]=[CH:8][CH:9]=[CH:10][C:11]=2[C:12]2[C:17]1=[CH:16][CH:15]=[CH:14][CH:13]=2)([CH3:23])[CH3:22]. Reported procedure: To a solution of 1.0 g of 9-triisopropylsilylfluorene in 10 mL of dry ether and 30 mL of dry hexane was added dropwise 2.5 mL of 1.5M n-butyllithium. The mixture was refluxed for 15 hours and cooled in an ice bath. Gaseous formaldehyde, generated by heating dried paraformaldehyde at 170° C., was passed through a 8-mm tube into the reaction mixture with the aid of a slow stream of nitrogen until the deep red color had faded to pale yellow (ca. 5 min). The mixture was quenched immediately with 40 ... Reactants: C(C1=CC=CC=C1)OC(C[C@H](CC(=O)N)O[Si](C)(C)C(C)(C)C)=O ((S)-Benzyl-3-(tert-butyl dimethylsilyloxy)glutaramate). The reagents and catalysts are [Pd] (Palladium on charcoal). Run in C(C)(=O)OCC (ethyl acetate), ClCCl (dichloromethane), CCCCCCC (heptane). Reaction conditions: temperature 5 celsius. Product: [Si](C)(C)(C(C)(C)C)O[C@@H](CC(=O)N)CC(=O)O ((S)-3-(tert-butyl dimethylsilyloxy)glutaric acid monoamide). Reaction SMILES: C([O:8][C:9](=[O:24])[CH2:10][C@@H:11]([O:16][Si:17]([C:20]([CH3:23])([CH3:22])[CH3:21])([CH3:19])[CH3:18])[CH2:12][C:13]([NH2:15])=[O:14])C1C=CC=CC=1>C(OCC)(=O)C.[Pd].ClCCl.CCCCCCC>[Si:17]([O:16][C@H:11]([CH2:10][C:9]([OH:24])=[O:8])[CH2:12][C:13]([NH2:15])=[O:14])([C:20]([CH3:22])([CH3:23])[CH3:21])([CH3:19])[CH3:18]. Reported procedure: (S)-Benzyl-3-(tert-butyl dimethylsilyloxy)glutaramate (100 g) was dissolved in ethyl acetate and placed in pressure flask. To this Palladium on charcoal (5%, 1 g) was added and stirred under hydrogen atmosphere (˜2.8 Kg). Palladium was removed by filtration. The filtrate was mixed with water and adjusted pH to ˜9.0 by using Aq ammonia solution. The reaction mass was stirred and layers were separated. The aqueous phase was washed with dichloromethane and dichloromethane was added to aqueous phase...